This data is from the Open Reaction Database (ORD), a public repository of structured organic reaction records. The task is: describe an organic reaction: reactants, conditions, products, and yield The reactants are ClC=1C=C(C=C(C1)Cl)CCCO (3-(3,5-Dichlorophenyl)propanol), S(=O)(=O)(C1=CC=C(C)C=C1)Cl (tosyl chloride), [N-]=[N+]=[N-].[Na+] (sodium azide). Product: ClC=1C=C(C=C(C1)Cl)CCCN=[N+]=[N-] (3-(3,5-Dichlorophenyl)propyl azide). Isolated yield 97.8%. As a reaction SMILES: [Cl:1][C:2]1[CH:3]=[C:4]([CH2:9][CH2:10][CH2:11]O)[CH:5]=[C:6]([Cl:8])[CH:7]=1.S(Cl)(C1C=CC(C)=CC=1)(=O)=O.[N-:24]=[N+:25]=[N-:26].[Na+]>>[Cl:1][C:2]1[CH:3]=[C:4]([CH2:9][CH2:10][CH2:11][N:24]=[N+:25]=[N-:26])[CH:5]=[C:6]([Cl:8])[CH:7]=1 |f:2.3|. Procedure details: 3-(3,5-Dichlorophenyl)propanol (0.052 mol), tosyl chloride (0.104 mol) and sodium azide (0.104 mol) were reacted substantially as described in Example 7E to obtain 11.7 g (98%) of an oily product. Starting materials: C(CC(O)(C(=O)O)CC(=O)O)(=O)O (citric acid), ClCCCCOC1(CC=CC=C1)C(=C(C1=CC=CC=C1)Cl)C1=CC=CC=C1 (1-(4-chlorobutoxy)phenyl-2-chloro-1,2-diphenyl ethylene), O (water), C(C)NCC (diethylamine), [I-].[K+] (potassium iodide). The solvent is CC(=O)C (acetone), CC(=O)C (acetone). Reaction conditions: time 18 hour. Product: C(CC(O)(C(=O)O)CC(=O)O)(=O)O.C(C)N(CCCCOC1=CC=C(C=C1)C(=C(Cl)C1=CC=CC=C1)C1=CC=CC=C1)CC (1-[4-(4-diethylaminobutoxy)phenyl]-1,2-diphenyl-2-chloro-ethylene citrate salt). RXN SMILES: ClCCCCO[C:7]1([C:13]([C:22]2[CH:27]=[CH:26][CH:25]=[CH:24][CH:23]=2)=[C:14]([Cl:21])[C:15]2[CH:20]=[CH:19][CH:18]=[CH:17][CH:16]=2)[CH:12]=[CH:11][CH:10]=[CH:9][CH2:8]1.[CH2:28]([NH:30][CH2:31][CH3:32])[CH3:29].[I-].[K+].[C:35]([OH:47])(=[O:46])[CH2:36][C:37]([CH2:42][C:43]([OH:45])=[O:44])([C:39]([OH:41])=[O:40])[OH:38].[OH2:48]>CC(C)=O>[C:35]([OH:47])(=[O:46])[CH2:36][C:37]([CH2:42][C:43]([OH:45])=[O:44])([C:39]([OH:41])=[O:40])[OH:38].[CH2:28]([N:30]([CH2:31][CH3:32])[CH2:43][CH2:42][CH2:37][CH2:39][O:48][C:10]1[CH:9]=[CH:8][C:7]([C:13]([C:22]2[CH:23]=[CH:24][CH:25]=[CH:26][CH:27]=2)=[C:14]([C:15]2[CH:16]=[CH:17][CH:18]=[CH:19][CH:20]=2)[Cl:21])=[CH:12][CH:11]=1)[CH3:29] |f:2.3,7.8|. Procedure: Combine (E and Z)-1-(4-chlorobutoxy)phenyl-2-chloro-1,2-diphenyl ethylene (20.2 mol), diethylamine (25 L, 241.7 mol), and potassium iodide (3.5 kg, 21.1 mol) in water (15 L). Heat to reflux. After 18 hours, evaporate the reaction mixture in vacuo to give an aqueous residue. Extract two times with ethyl acetate. Evaporate the organic layer in vacuo to give a residue. Combine the residue and acetone (50 L). Add a solution of citric acid (8 kg) in acetone (40 L). Heat to form a solution and cool to... Starting materials: B, C1CCOC1, CSC, O=C(O)Cc1c(-c2cc(Cl)ccc2O)c2cc(C(F)(F)F)ccc2[nH]c1=O. The product is O=c1[nH]c2ccc(C(F)(F)F)cc2c(-c2cc(Cl)ccc2O)c1CCO. RXN SMILES: [BH3:4].[CH2:32]1[O:33][CH2:34][CH2:35][CH2:36]1.[CH3:1][S:2][CH3:3].[Cl:5][c:6]1[cH:7][cH:8][c:9]([OH:31])[c:10](-[c:12]2[c:13]([CH2:27][C:28](=[O:29])[OH:30])[c:14](=[O:26])[nH:15][c:16]3[cH:17][cH:18][c:19]([C:22]([F:23])([F:24])[F:25])[cH:20][c:21]23)[cH:11]1>>[Cl:5][c:6]1[cH:7][cH:8][c:9]([OH:31])[c:10](-[c:12]2[c:13]([CH2:27][CH2:28][OH:29])[c:14](=[O:26])[nH:15][c:16]3[cH:17][cH:18][c:19]([C:22]([F:23])([F:24])[F:25])[cH:20][c:21]23)[cH:11]1. Reactants: ClC=1C=C(C=CC1Cl)CC(=O)N1[C@H](CNCC1)CN1CCCC1 (1-[(3,4-dichlorophenyl)acetyl]-2-(R)-[(1-pyrrolidinyl)methyl]piperazine), Cl (HCl), O (H2O). The product is C(=O)=C1N=CN=C1.Cl.ClC=1C=C(C=CC1Cl)CC(=O)N1[C@H](CNCC1)CN1CCCC1 (4-Carbonylimidazole 1-[(3,4-dichlorophenyl)acetyl]-2-(R)-[(1-pyrrolidinyl)methyl]piperazine hydrochloride). RXN SMILES: [Cl:1][C:2]1[CH:3]=[C:4]([CH2:9][C:10]([N:12]2[CH2:17][CH2:16][NH:15][CH2:14][C@@H:13]2[CH2:18][N:19]2[CH2:23][CH2:22][CH2:21][CH2:20]2)=[O:11])[CH:5]=[CH:6][C:7]=1[Cl:8].Cl.[OH2:25]>>[C:18](=[C:13]1[CH:14]=[N:15][CH:17]=[N:12]1)=[O:25].[ClH:1].[Cl:1][C:2]1[CH:3]=[C:4]([CH2:9][C:10]([N:12]2[CH2:17][CH2:16][NH:15][CH2:14][C@@H:13]2[CH2:18][N:19]2[CH2:23][CH2:22][CH2:21][CH2:20]2)=[O:11])[CH:5]=[CH:6][C:7]=1[Cl:8] |f:3.4.5|. Reported procedure: The compound was prepared by coupling of 1,1'-carbonyldimmidazole with 1-[(3,4-dichlorophenyl)acetyl]-2-(R)-[(1-pyrrolidinyl)methyl]piperazine; mp: (HCl salt) 148° C. (dec.); 1H NMR (free base, 200 MHz, CDCl3) δ1.5-1.7 (4 H, m), 2.1-2.5 (5 H, m), 2.6-3.4 (4 H, m), 3.5-4.8 (7 H, m), 6.9-7.4 (4 H, m), 8.0 (1 H, m); MS (FAB) 450 (M+H)+ ; Anal. Calcd for C21H25Cl2N5O2.2HCl. H2O: C, 46.60; H, 5.40; N, 12.94. Found: C, 45.41; H, 5.33; N, 12.73 Reaction conditions: time 18 hour. The solvent is CN(C)C=O (DMF). Product: C1(CC1)NC(=O)C1CC(C1)(C1=CC=C(C=C1)C1=NOC(C1)(C(F)(F)F)C1=CC(=C(C(=C1)Cl)Cl)Cl)F (3-fluoro-3-{4-[5-(3,4,5-trichloro-phenyl)-5-trifluoromethyl-4,5-dihydro-isoxazol-3-yl]-phenyl}-cyclobutanecarboxylic acid cyclopropylamide). As a reaction SMILES: [F:1][C:2]1([C:9]2[CH:14]=[CH:13][C:12]([C:15]3[CH2:19][C:18]([C:24]4[CH:29]=[C:28]([Cl:30])[C:27]([Cl:31])=[C:26]([Cl:32])[CH:25]=4)([C:20]([F:23])([F:22])[F:21])[O:17][N:16]=3)=[CH:11][CH:10]=2)[CH2:5][CH:4]([C:6]([OH:8])=O)[CH2:3]1.C1C=C[C:36]2N(O)N=[N:39][C:37]=2[CH:38]=1.CCN(C(C)C)C(C)C.CCN=C=NCCCN(C)C.Cl.Cl.C1(N)CC1>CN(C=O)C>[CH:37]1([NH:39][C:6]([CH:4]2[CH2:5][C:2]([F:1])([C:9]3[CH:10]=[CH:11][C:12]([C:15]4[CH2:19][C:18]([C:24]5[CH:29]=[C:28]([Cl:30])[C:27]([Cl:31])=[C:26]([Cl:32])[CH:25]=5)([C:20]([F:21])([F:22])[F:23])[O:17][N:16]=4)=[CH:13][CH:14]=3)[CH2:3]2)=[O:8])[CH2:38][CH2:36]1 |f:3.4|. The reactants are FC1(CC(C1)C(=O)O)C1=CC=C(C=C1)C1=NOC(C1)(C(F)(F)F)C1=CC(=C(C(=C1)Cl)Cl)Cl (3-fluoro-3-{4-[5-(3,4,5-trichloro-phenyl)-5-trifluoromethyl-4,5-dihydro-isoxazol-3-yl]-phenyl}-cyclobutanecarboxylic acid), C=1C=CC2=C(C1)N=NN2O (HOBt), CCN(C(C)C)C(C)C (DIPEA), CCN=C=NCCCN(C)C.Cl (EDCl), Cl (HCl), C1(CC1)N (cyclopropyl amine). Reported procedure: To a stirred solution of 3-fluoro-3-{4-[5-(3,4,5-trichloro-phenyl)-5-trifluoromethyl-4,5-dihydro-isoxazol-3-yl]-phenyl}-cyclobutanecarboxylic acid (Preparation 6, 0.080 g, 0.156 mmol) in DMF (2 mL) was added HOBt (0.022 g, 0.156 mmol), DIPEA (0.040 g, 0.302 mmol) followed by addition of EDCl.HCl (0.045 g, 0.256 mmol) and cyclopropyl amine (0.009 g, 0.156 mmol) at 0° C. Resulting reaction mixture was stirred at room temperature for 18 hours under nitrogen atmosphere. After complete consumption of... Starting materials: COC(=O)Cc1cccc(Oc2ccc(C(F)(F)F)cc2CNC2CCc3ccccc32)c1, CC(=O)Cl. The product is COC(=O)Cc1cccc(Oc2ccc(C(F)(F)F)cc2CN(C(C)=O)C2CCc3ccccc32)c1. RXN SMILES: [CH3:1][O:2][C:3]([CH2:4][c:5]1[cH:6][c:7]([O:11][c:12]2[c:13]([CH2:22][NH:23][CH:24]3[CH2:25][CH2:26][c:27]4[cH:28][cH:29][cH:30][cH:31][c:32]43)[cH:14][c:15]([C:18]([F:19])([F:20])[F:21])[cH:16][cH:17]2)[cH:8][cH:9][cH:10]1)=[O:33].[CH3:34][C:35]([Cl:36])=[O:37]>>[CH3:1][O:2][C:3]([CH2:4][c:5]1[cH:6][c:7]([O:11][c:12]2[c:13]([CH2:22][N:23]([CH:24]3[CH2:25][CH2:26][c:27]4[cH:28][cH:29][cH:30][cH:31][c:32]43)[C:35]([CH3:34])=[O:37])[cH:14][c:15]([C:18]([F:19])([F:20])[F:21])[cH:16][cH:17]2)[cH:8][cH:9][cH:10]1)=[O:33]. Starting materials: O=C([O-])O, CCCC[N+](CCCC)(CCCC)CCCC, COS(=O)(=O)OC, Cc1ccccc1, [I-], [K+], CC(O)=C(C(=O)OC(c1ccccc1)c1ccccc1)N1C(=O)C(NC(=O)COc2ccccc2)C1SS(=O)(=O)c1ccc(C)cc1. The product is COC(C)=C(C(=O)OC(c1ccccc1)c1ccccc1)N1C(=O)C(NC(=O)COc2ccccc2)C1SS(=O)(=O)c1ccc(C)cc1. RXN SMILES: [C:8](=[O:9])([OH:10])[O-:11].[CH2:61]([N+:62]([CH2:63][CH2:64][CH2:65][CH3:66])([CH2:67][CH2:68][CH2:69][CH3:70])[CH2:71][CH2:72][CH2:73][CH3:74])[CH2:75][CH2:76][CH3:77].[CH3:1][O:2][S:3]([O:4][CH3:5])(=[O:6])=[O:7].[CH3:78][c:79]1[cH:80][cH:81][cH:82][cH:83][cH:84]1.[I-:60].[K+:12].[c:13]1([CH:19]([c:20]2[cH:21][cH:22][cH:23][cH:24][cH:25]2)[O:26][C:27]([C:28](=[C:29]([CH3:30])[OH:31])[N:32]2[C:33](=[O:58])[CH:34]([NH:47][C:48]([CH2:49][O:50][c:51]3[cH:52][cH:53][cH:54][cH:55][cH:56]3)=[O:57])[CH:35]2[S:36][S:37](=[O:38])(=[O:39])[c:40]2[cH:41][cH:42][c:43]([CH3:46])[cH:44][cH:45]2)=[O:59])[cH:14][cH:15][cH:16][cH:17][cH:18]1>>[CH3:1][O:31][C:29](=[C:28]([C:27]([O:26][CH:19]([c:13]1[cH:14][cH:15][cH:16][cH:17][cH:18]1)[c:20]1[cH:21][cH:22][cH:23][cH:24][cH:25]1)=[O:59])[N:32]1[C:33](=[O:58])[CH:34]([NH:47][C:48]([CH2:49][O:50][c:51]2[cH:52][cH:53][cH:54][cH:55][cH:56]2)=[O:57])[CH:35]1[S:36][S:37](=[O:38])(=[O:39])[c:40]1[cH:41][cH:42][c:43]([CH3:46])[cH:44][cH:45]1)[CH3:30]. Starting materials: BrC=1OC2=C(C1C1=CC=CC=C1)C=CC(=C2)OC (2-bromo-6 -methoxy-3-phenylbenzofuran), O (water), [N+](=O)([N+](=O)[O-])[O-] (dinitrogen tetraoxide), C1=CCC(CC1)C(=O)O (cyclohexene-4-carboxylic acid). The solvent is C(C)OCC (diethyl ether), C(C)(=O)O (acetic acid), C(C)(=O)O (acetic acid). The product is COC1=CC2=C(C(=C(O2)[N+](=O)[O-])C2=CC=CC=C2)C=C1 (6-methoxy-2-nitro-3-phenylbenzofuran). Reaction SMILES: Br[C:2]1[O:3][C:4]2[CH:16]=[C:15]([O:17][CH3:18])[CH:14]=[CH:13][C:5]=2[C:6]=1[C:7]1[CH:12]=[CH:11][CH:10]=[CH:9][CH:8]=1.C1CCC(C(O)=O)CC=1.[N+:28]([O-:33])([N+]([O-])=O)=[O:29].O>C(O)(=O)C.C(OCC)C>[CH3:18][O:17][C:15]1[CH:14]=[CH:13][C:5]2[C:6]([C:7]3[CH:12]=[CH:11][CH:10]=[CH:9][CH:8]=3)=[C:2]([N+:28]([O-:33])=[O:29])[O:3][C:4]=2[CH:16]=1. Procedure details: To a solution of 33.9 g (0.112 mole) of 2-bromo-6 -methoxy-3-phenylbenzofuran in 1 l. of acetic acid is added 21.2 g (0.168 mole) of cyclohexene-4-carboxylic acid, then 15.5 g (0.168 mole) of dinitrogen tetraoxide in 20 ml of acetic acid is added dropwise over 1.5 hours. After 3 additional hours the mixture is poured into cold water to give a yellow gum. The mixture is treated with diethyl ether and the solid residue is collected by filtration. This residue is recrystallized from aqueous ethanol...